The task is: describe an organic reaction: reactants, conditions, products, and yield. This data is from the Open Reaction Database (ORD), a public repository of structured organic reaction records. Product: BrCCCN1C=C(C2=NC=CC=C21)C2=CC=C(C=C2)OCOC (1-(3-Bromopropyl)-3-[4-(methoxymethoxy)phenyl]-1H-pyrrolo[3,2-b]pyridine). Reaction SMILES: [CH3:1][O:2][CH2:3][O:4][C:5]1[CH:10]=[CH:9][C:8]([C:11]2[C:15]3=[N:16][CH:17]=[CH:18][CH:19]=[C:14]3[NH:13][CH:12]=2)=[CH:7][CH:6]=1.[H-].[Na+].[Br:22][CH2:23][CH2:24][CH2:25]Br>O>[Br:22][CH2:23][CH2:24][CH2:25][N:13]1[C:14]2[C:15](=[N:16][CH:17]=[CH:18][CH:19]=2)[C:11]([C:8]2[CH:7]=[CH:6][C:5]([O:4][CH2:3][O:2][CH3:1])=[CH:10][CH:9]=2)=[CH:12]1 |f:1.2|. Reactants: COCOC1=CC=C(C=C1)C1=CNC=2C1=NC=CC2 (3-[4-(methoxymethoxy)phenyl]-1H-pyrrolo[3,2-b]pyridine), [H-].[Na+] (NaH), BrCCCBr (1,3-dibromopropane). Conditions: time 1 hour. Reported procedure: To a solution of 3-[4-(methoxymethoxy)phenyl]-1H-pyrrolo[3,2-b]pyridine (650 mg) was added NaH (60% in oil, 153 mg) at 0° C. After stirring at room temperature for 1 h, the mixture was added dropwise to 1,3-dibromopropane (0.778 mL). The mixture was stirred at room temperature for 2 h. The mixture was added to water and extracted with AcOEt. The organic layer was washed with brine, dried over Na2SO4 and concentrated under reduced pressure. The residue was purified by silica gel column chromatogr... Run in O (water). The reactants are O=C([O-])[O-], Cc1ccccc1B(O)O, COc1ncc(I)c(OC)n1, [Na+], [Na+], CC(=O)[O-], CC(=O)[O-], [Pd+2], c1ccc(P(c2ccccc2)c2ccccc2)cc1. Product: COc1ncc(-c2ccccc2C)c(OC)n1. As a reaction SMILES: [C:22](=[O:23])([O-:24])[O-:25].[CH3:12][c:13]1[c:14]([B:19]([OH:20])[OH:21])[cH:15][cH:16][cH:17][cH:18]1.[I:1][c:2]1[c:3]([O:10][CH3:11])[n:4][c:5]([O:8][CH3:9])[n:6][cH:7]1.[Na+:26].[Na+:27].[O-:48][C:49]([CH3:50])=[O:51].[O-:52][C:53]([CH3:54])=[O:55].[Pd+2:47].[c:28]1([P:29]([c:30]2[cH:31][cH:32][cH:33][cH:34][cH:35]2)[c:36]2[cH:37][cH:38][cH:39][cH:40][cH:41]2)[cH:42][cH:43][cH:44][cH:45][cH:46]1>>[c:2]1(-[c:14]2[c:13]([CH3:12])[cH:18][cH:17][cH:16][cH:15]2)[c:3]([O:10][CH3:11])[n:4][c:5]([O:8][CH3:9])[n:6][cH:7]1. Starting materials: C1(=CC=CC=C1O)C (o-Cresol), C(C1=CC=CC=C1)Cl (benzyl chloride), [OH-].[K+] (potassium hydroxide). Procedure: o-Cresol (50 g), 70 g of benzyl chloride and 38.5 g of potassium hydroxide were boiled in a mixture of 100 ml of water and 500 ml of ethanol for 4 hours. The solvent was then distilled off and the residue was shaken with 500 ml each of water and diethyl ether. The diethyl ether layer was washed with 10% sodium hydroxide and water in that order, and distilled under reduced pressure to give 70 g of an O-benzylcresol fraction boiling at 130°-133° C./5 mmHg. Yields the product C(C1=CC=CC=C1)OC1=CC=CC=C1C (O-benzylcresol). Solvent: O (water), C(C)O (ethanol). Yield: 76.4%. As a reaction SMILES: [C:1]1([CH3:8])[C:6]([OH:7])=[CH:5][CH:4]=[CH:3][CH:2]=1.[CH2:9](Cl)[C:10]1[CH:15]=[CH:14][CH:13]=[CH:12][CH:11]=1.[OH-].[K+]>O.C(O)C>[CH2:9]([O:7][C:6]1[C:1]([CH3:8])=[CH:2][CH:3]=[CH:4][CH:5]=1)[C:10]1[CH:15]=[CH:14][CH:13]=[CH:12][CH:11]=1 |f:2.3|. Starting materials: C(C)(C)(C)OC(N(CC(CCN1CCN(CC1)C)=O)CC1=CC=C(C=C1)F)=O (tert-butyl-4-fluorobenzyl[4-(4-methylpiperazin-1-yl)-2-oxobutyl]carbamate), Cl.COC(CN)=O (glycine methyl ester hydrochloride). The product is C(C)(C)(C)OC(=O)N(CC1=CC=C(C=C1)F)CC(CCN1CCN(CC1)C)NCC(=O)OC (Methyl N-[1-{[(tert-butoxycarbonyl)(4-fluorobenzyl)amino]methyl}-3-(4-methylpiperazin-1-yl)propyl]glycinate). As a reaction SMILES: [C:1]([O:5][C:6](=[O:28])[N:7]([CH2:20][C:21]1[CH:26]=[CH:25][C:24]([F:27])=[CH:23][CH:22]=1)[CH2:8][C:9](=O)[CH2:10][CH2:11][N:12]1[CH2:17][CH2:16][N:15]([CH3:18])[CH2:14][CH2:13]1)([CH3:4])([CH3:3])[CH3:2].Cl.[CH3:30][O:31][C:32](=[O:35])[CH2:33][NH2:34]>>[C:1]([O:5][C:6]([N:7]([CH2:8][CH:9]([NH:34][CH2:33][C:32]([O:31][CH3:30])=[O:35])[CH2:10][CH2:11][N:12]1[CH2:17][CH2:16][N:15]([CH3:18])[CH2:14][CH2:13]1)[CH2:20][C:21]1[CH:26]=[CH:25][C:24]([F:27])=[CH:23][CH:22]=1)=[O:28])([CH3:4])([CH3:3])[CH3:2] |f:1.2|. Procedure: The title compound was prepared from tert-butyl-4-fluorobenzyl[4-(4-methylpiperazin-1-yl)-2-oxobutyl]carbamate and glycine methyl ester hydrochloride using a procedure essentially the same as that in Example 6, Step 6. 1H NMR (400 MHz, CDCl3) δ 7.19 (br s, 2H), 7.00 (t, J=8.4 Hz, 2H), 4.50-4.46 (m, 1H), 4.39 (d, J=15.6 Hz, 1H), 4.05 (d, J=4.8 Hz, 1H), 3.77 (s, 1H), 3.72 (s, 3H), 3.56-3.38 (m, 2H), 3.27-3.05 (m, 2H), 2.82-2.77 (m, 2H), 2.55-2.43 (m, 8H), 2.29 (s, 3H), 2.05 (s, 2H), 1.45 (d, J=13.... Starting materials: NCC1=CC=C(C=C1)C1=CN(C=2N=CN=C(C21)N)[C@@H]2CC[C@H](CC2)N2CCN(CC2)C (trans-5-[4-(aminomethyl)phenyl]-7-[4-(4-methylpiperazino)cyclohexyl]-7H-pyrrolo[2,3-d]pyrimidin-4-amine), C(C1=CC=CC=C1)(=O)Cl (benzoyl chloride). Run in N1=CC=CC=C1 (pyridine), ClCCl (dichloromethane). Conditions: temperature 0 celsius, time 1 hour. Yields the product NC=1C2=C(N=CN1)N(C=C2C2=CC=C(CNC(C1=CC=CC=C1)=O)C=C2)[C@@H]2CC[C@H](CC2)N2CCN(CC2)C (trans-N1-(4-{4-amino-7-[4-(4-methylpiperazino)cyclohexyl]-7H-pyrrolo[2,3-d]pyrimidin-5-yl}benzyl)benzamide). Yield: 80.2%. Reaction SMILES: [NH2:1][CH2:2][C:3]1[CH:8]=[CH:7][C:6]([C:9]2[C:17]3[C:16]([NH2:18])=[N:15][CH:14]=[N:13][C:12]=3[N:11]([C@H:19]3[CH2:24][CH2:23][C@H:22]([N:25]4[CH2:30][CH2:29][N:28]([CH3:31])[CH2:27][CH2:26]4)[CH2:21][CH2:20]3)[CH:10]=2)=[CH:5][CH:4]=1.[C:32](Cl)(=[O:39])[C:33]1[CH:38]=[CH:37][CH:36]=[CH:35][CH:34]=1>N1C=CC=CC=1.ClCCl>[NH2:18][C:16]1[C:17]2[C:9]([C:6]3[CH:5]=[CH:4][C:3]([CH2:2][NH:1][C:32](=[O:39])[C:33]4[CH:38]=[CH:37][CH:36]=[CH:35][CH:34]=4)=[CH:8][CH:7]=3)=[CH:10][N:11]([C@H:19]3[CH2:24][CH2:23][C@H:22]([N:25]4[CH2:26][CH2:27][N:28]([CH3:31])[CH2:29][CH2:30]4)[CH2:21][CH2:20]3)[C:12]=2[N:13]=[CH:14][N:15]=1. Procedure: A mixture of trans-5-[4-(aminomethyl)phenyl]-7-[4-(4-methylpiperazino)cyclohexyl]-7H-pyrrolo[2,3-d]pyrimidin-4-amine (50 mg, 0.119 mmol) in pyridine (2 mL) and dichloromethane (2 mL) was cooled to 0° C. then treated with benzoyl chloride (19 mg, 0.13 mmol). The mixture was allowed to warm to ambient temperature and stirred for 1 hour. The solvents were removed under reduced pressure then the residue was purified by preparative reverse phase chromatography to give trans-N1-(4-{4-amino-7-[4-(4-met...